This data is from the Open Reaction Database (ORD), a public repository of structured organic reaction records. The task is: describe an organic reaction: reactants, conditions, products, and yield Yields the product CN1CCCC(CN2CCN(c3ccc(-c4ccc(C(F)(F)F)cc4)nn3)CC2)C1. RXN SMILES: [CH3:18][N:19]1[CH2:20][CH:21]([CH2:25][N:26]2[CH2:27][CH2:28][NH:29][CH2:30][CH2:31]2)[CH2:22][CH2:23][CH2:24]1.[Cl:1][c:2]1[n:3][n:4][c:5](-[c:8]2[cH:9][cH:10][c:11]([C:14]([F:15])([F:16])[F:17])[cH:12][cH:13]2)[cH:6][cH:7]1>>[c:2]1([N:29]2[CH2:28][CH2:27][N:26]([CH2:25][CH:21]3[CH2:20][N:19]([CH3:18])[CH2:24][CH2:23][CH2:22]3)[CH2:31][CH2:30]2)[n:3][n:4][c:5](-[c:8]2[cH:9][cH:10][c:11]([C:14]([F:15])([F:16])[F:17])[cH:12][cH:13]2)[cH:6][cH:7]1. Reactants: CN1CCCC(CN2CCNCC2)C1, FC(F)(F)c1ccc(-c2ccc(Cl)nn2)cc1. Starting materials: CC=1C(OC(=CC1C)CC1=C(C=C(C=C1)C)C)=O (3,4-dimethyl-6-(2,4-dimethylbenzyl)-2-pyrone), Cl.NO (hydroxylamine hydrochloride), N1C=NC=C1 (imidazole). Yields the product ON1C(C(=C(C=C1CC1=C(C=C(C=C1)C)C)C)C)=O (1-hydroxy-3,4-dimethyl-6-(2,4-dimethylbenzyl)-2-pyridone). The yield is 59.3%. Reaction SMILES: [CH3:1][C:2]1[C:3](=O)[O:4][C:5]([CH2:9][C:10]2[CH:15]=[CH:14][C:13]([CH3:16])=[CH:12][C:11]=2[CH3:17])=[CH:6][C:7]=1[CH3:8].Cl.[NH2:20][OH:21].N1C=CN=C1>>[OH:21][N:20]1[C:5]([CH2:9][C:10]2[CH:15]=[CH:14][C:13]([CH3:16])=[CH:12][C:11]=2[CH3:17])=[CH:6][C:7]([CH3:8])=[C:2]([CH3:1])[C:3]1=[O:4] |f:1.2|. Procedure details: 1 g of 3,4-dimethyl-6-(2,4-dimethylbenzyl)-2-pyrone, 0.5 g of hydroxylamine hydrochloride and 3 g of imidazole were heated for 8 hours to 75° C and then worked up in the usual manner. There were obtained 0.63 g (59 %) of 1-hydroxy-3,4-dimethyl-6-(2,4-dimethylbenzyl)-2-pyridone melting at 141° C (Calc.: 5.4 % N; found: 5.6 % N). When using pyridine instead of imidazole under otherwise equal reaction conditions, the yield was 0.003 g (0.3 %). Starting materials: ClC=1C=CC(=C(C1)S(=O)(=O)N1CCOC2=C1C=C(C=C2)C(=O)NC=2C=CC(=NC2)C(=O)O)OC (5-{[4-(5-Chloro-2-methoxy-benzenesulfonyl)-3,4-dihydro-2H-benzo[1,4]oxazine-6-carbonyl]-amino}-pyridine-2-carboxylic acid), C(C)OC(=O)C1=NC=C(C=C1)N (5-amino-pyridine-2-carboxylic acid ethyl ester). Reaction SMILES: [Cl:1][C:2]1[CH:3]=[CH:4][C:5]([O:33][CH3:34])=[C:6]([S:8]([N:11]2[C:16]3[CH:17]=[C:18]([C:21]([NH:23][C:24]4[CH:25]=[CH:26][C:27]([C:30]([OH:32])=[O:31])=[N:28][CH:29]=4)=[O:22])[CH:19]=[CH:20][C:15]=3[O:14][CH2:13][CH2:12]2)(=[O:10])=[O:9])[CH:7]=1.[CH2:35](OC(C1C=CC(N)=CN=1)=O)[CH3:36]>>[CH2:35]([O:31][C:30]([C:27]1[CH:26]=[CH:25][C:24]([NH:23][C:21]([C:18]2[CH:19]=[CH:20][C:15]3[O:14][CH2:13][CH2:12][N:11]([S:8]([C:6]4[CH:7]=[C:2]([Cl:1])[CH:3]=[CH:4][C:5]=4[O:33][CH3:34])(=[O:10])=[O:9])[C:16]=3[CH:17]=2)=[O:22])=[CH:29][N:28]=1)=[O:32])[CH3:36]. Yields the product C(C)OC(=O)C1=NC=C(C=C1)NC(=O)C=1C=CC2=C(N(CCO2)S(=O)(=O)C2=C(C=CC(=C2)Cl)OC)C1 (5-{[4-(5-chloro-2-methoxy-benzenesulfonyl)-3,4-dihydro-2H-benzo[1,4]oxazine-6-carbonyl]-amino}-pyridine-2-carboxylic acid ethyl ester). Procedure: 5-{[4-(5-Chloro-2-methoxy-benzenesulfonyl)-3,4-dihydro-2H-benzo[1,4]oxazine-6-carbonyl]-amino}-pyridine-2-carboxylic acid, MS (ISP): m/e=502.0, 503.9 (M−H), was prepared as described in example 1, steps 1 to 6. Step 5 was performed using 5-amino-pyridine-2-carboxylic acid ethyl ester and yielded 5-{[4-(5-chloro-2-methoxy-benzenesulfonyl)-3,4-dihydro-2H-benzo[1,4]oxazine-6-carbonyl]-amino}-pyridine-2-carboxylic acid ethyl ester, which was hydrolyzed in step 6. Reactants: CC1(C=2C=CC(=CC2C(CC1)(C)C)C=1OC(=CN1)C1CCNCC1)C (4-[2-(5,5,8,8-tetramethyl-5,6,7,8-tetrahydronaphthalen-2-yl)oxazol-5-yl]piperidine), OCCCCC=O (5-hydroxypentanal). The product is CC1(C=2C=CC(=CC2C(CC1)(C)C)C=1OC(=CN1)C1CCN(CC1)CCCCCO)C (5-{-4-[2-(5,5,8,8-tetramethyl-5,6,7,8-tetrahydronaphthalen-2-yl)oxazol-5-yl]piperidin-1-yl}pentan-1-ol). As a reaction SMILES: [CH3:1][C:2]1([CH3:25])[CH2:11][CH2:10][C:9]([CH3:13])([CH3:12])[C:8]2[CH:7]=[C:6]([C:14]3[O:15][C:16]([CH:19]4[CH2:24][CH2:23][NH:22][CH2:21][CH2:20]4)=[CH:17][N:18]=3)[CH:5]=[CH:4][C:3]1=2.[OH:26][CH2:27][CH2:28][CH2:29][CH2:30][CH:31]=O>>[CH3:1][C:2]1([CH3:25])[CH2:11][CH2:10][C:9]([CH3:12])([CH3:13])[C:8]2[CH:7]=[C:6]([C:14]3[O:15][C:16]([CH:19]4[CH2:24][CH2:23][N:22]([CH2:31][CH2:30][CH2:29][CH2:28][CH2:27][OH:26])[CH2:21][CH2:20]4)=[CH:17][N:18]=3)[CH:5]=[CH:4][C:3]1=2. Procedure details: The preparation was carried out as already described via a reductive amination starting from 150 mg (0.44 mmol) of 4-[2-(5,5,8,8-tetramethyl-5,6,7,8-tetrahydronaphthalen-2-yl)oxazol-5-yl]piperidine and 91 mg (0.89 mmol) of 5-hydroxypentanal. The product was purified by means of preparative HPLC and converted into the hydrochloride by treatment with methanolic HCl. Starting materials: CCN=C=NCCCN(C)C, CNCCN(C)C, ClC(Cl)Cl, O=C(O)c1ccnc(F)c1Cl, Cl, O, O, On1nnc2ccccc21. The product is CN(C)CCN(C)C(=O)c1ccnc(F)c1Cl. As a reaction SMILES: [CH2:20]([N:21]=[C:22]=[N:23][CH2:24][CH2:25][CH2:26][N:27]([CH3:28])[CH3:29])[CH3:30].[CH3:1][N:2]([CH2:3][CH2:4][NH:5][CH3:6])[CH3:7].[CH:43]([Cl:44])([Cl:45])[Cl:46].[Cl:31][c:32]1[c:33]([C:34](=[O:35])[OH:36])[cH:37][cH:38][n:39][c:40]1[F:41].[ClH:19].[OH2:42].[OH2:8].[OH:9][n:10]1[c:11]2[cH:12][cH:13][cH:14][cH:15][c:16]2[n:17][n:18]1>>[CH3:1][N:2]([CH2:3][CH2:4][N:5]([CH3:6])[C:34]([c:33]1[c:32]([Cl:31])[c:40]([F:41])[n:39][cH:38][cH:37]1)=[O:36])[CH3:7]. The reactants are CC(C)=CCCC(C)=CCO, CN1CCCC1=O, CC(C)c1cc(C(=O)CCl)cc(C(C)C)c1O, Cl, [K+], [OH-]. The product is CC(C)=CCCC(C)=CCOCC(=O)c1cc(C(C)C)c(O)c(C(C)C)c1. As a reaction SMILES: [CH3:1][C:2](=[CH:3][CH2:4][OH:5])[CH2:6][CH2:7][CH:8]=[C:9]([CH3:10])[CH3:11].[CH3:32][N:33]1[CH2:34][CH2:35][CH2:36][C:37]1=[O:38].[Cl:14][CH2:15][C:16](=[O:17])[c:18]1[cH:19][c:20]([CH:28]([CH3:29])[CH3:30])[c:21]([OH:27])[c:22]([CH:24]([CH3:25])[CH3:26])[cH:23]1.[ClH:31].[K+:13].[OH-:12]>>[CH3:1][C:2](=[CH:3][CH2:4][O:5][CH2:15][C:16](=[O:17])[c:18]1[cH:19][c:20]([CH:28]([CH3:29])[CH3:30])[c:21]([OH:27])[c:22]([CH:24]([CH3:25])[CH3:26])[cH:23]1)[CH2:6][CH2:7][CH:8]=[C:9]([CH3:10])[CH3:11].